Dataset: the Open Reaction Database (ORD), a public repository of structured organic reaction records. Task: describe an organic reaction: reactants, conditions, products, and yield The reactants are CCOC(=O)/N=N/C(=O)OCC (diethylazodicarboxylate), CC1=C(OC(C[C@H](N)C(=O)O)C(=O)O)C=CC=C1 (4-(2-methylphenoxy)glutamic acid), C1(=CC=CC=C1)P(C1=CC=CC=C1)C1=CC=CC=C1 (triphenylphosphine), BrC=1C=C2C=CC(=CC2=CC1)O (6-bromo-2-naphthol). Solvent: O1CCCC1 (tetrahydrofuran), O1CCCC1 (tetrahydrofuran). Reaction conditions: time 23 hour. Yields the product BrC=1C=C2C=CC(=CC2=CC1)OC1C(NC(C1)C(=O)OC)=O (methyl 3-(6-bromo-2-naphthyloxy)-2-pyrrolidone-5-carboxylate). Yield: 108.6%. Reaction SMILES: C[C:2]1[CH:18]=[CH:17][CH:16]=[CH:15][C:3]=1[O:4][CH:5]([C:12]([OH:14])=O)[CH2:6][C@@H:7]([C:9]([OH:11])=[O:10])[NH2:8].[C:19]1(P(C2C=CC=CC=2)C2C=CC=CC=2)C=CC=CC=1.[Br:38][C:39]1[CH:40]=C2C(=[CH:47][CH:48]=1)C=C(O)C=C2.CCOC(/N=N/C(OCC)=O)=O>O1CCCC1>[Br:38][C:39]1[CH:40]=[C:17]2[C:18](=[CH:47][CH:48]=1)[CH:2]=[C:3]([O:4][CH:5]1[CH2:6][CH:7]([C:9]([O:11][CH3:19])=[O:10])[NH:8][C:12]1=[O:14])[CH:15]=[CH:16]2. Reported procedure: A mixture of the compound prepared as described in Example 4 (0.498 g) triphenylphosphine (0.932 g), and 6-bromo-2-naphthol(0.793 g) in tetrahydrofuran (4.3 ml) was cooled to approximately 1°-2° C., and treated with a solution of diethylazodicarboxylate (0.619 g) in tetrahydrofuran (4.3 ml) over a one minute period. After the addition was complete, the reaction was allowed to warm to room temperature. After about 23 hours, the solution was concentrated in vacuo. The residue was diluted with chlo...